Dataset: the Open Reaction Database (ORD), a public repository of structured organic reaction records. Task: describe an organic reaction: reactants, conditions, products, and yield Starting materials: COC=1C(C(=C(C(C1OC)=O)CC=1C=CC(=C(C(=O)NC2=CC=C(C=C2)C(F)(F)F)C1)OC(C)=O)C)=O (N-[5-(5,6-Dimethoxy-3-methyl-1,4-benzoquinon-2-yl)methyl-2-acetoxybenzoyl]-4-trifluoromethylaniline), C(O)([O-])=O.[Na+] (sodium hydrogencarbonate). The solvent is CO (methanol), O (water). Yields the product COC=1C(C(=C(C(C1OC)=O)CC=1C=CC(=C(C(=O)NC2=CC=C(C=C2)C(F)(F)F)C1)O)C)=O (N-[5-(5,6-Dimethoxy-3-methyl-1,4-benzoquinon-2-yl)methyl-2-hydroxybenzoyl]-4-trifluoromethylaniline). The yield is 70.2%. As a reaction SMILES: [CH3:1][O:2][C:3]1[C:4](=[O:37])[C:5]([CH3:36])=[C:6]([CH2:12][C:13]2[CH:14]=[CH:15][C:16]([O:32]C(=O)C)=[C:17]([CH:31]=2)[C:18]([NH:20][C:21]2[CH:26]=[CH:25][C:24]([C:27]([F:30])([F:29])[F:28])=[CH:23][CH:22]=2)=[O:19])[C:7](=[O:11])[C:8]=1[O:9][CH3:10].C(=O)([O-])O.[Na+]>CO.O>[CH3:1][O:2][C:3]1[C:4](=[O:37])[C:5]([CH3:36])=[C:6]([CH2:12][C:13]2[CH:14]=[CH:15][C:16]([OH:32])=[C:17]([CH:31]=2)[C:18]([NH:20][C:21]2[CH:26]=[CH:25][C:24]([C:27]([F:28])([F:30])[F:29])=[CH:23][CH:22]=2)=[O:19])[C:7](=[O:11])[C:8]=1[O:9][CH3:10] |f:1.2|. Reported procedure: N-[5-(5,6-Dimethoxy-3-methyl-1,4-benzoquinon-2-yl)methyl-2-acetoxybenzoyl]-4-trifluoromethylaniline (0.087 g, 0.168 mmol) was dissolved in methanol (6 ml) and after adding thereto an aqueous saturated sodium hydrogencarbonate solution (3 ml), the solution was stirred at room temperature for 3 hours. After the completion of reaction, the reaction solution was diluted with water and then extracted with ethyl acetate. The extract was washed with water and then dried, and the solvent was removed by ... Starting materials: C(CCC)[Li] (n-butyl lithium), FC1=CC=C(C=C1)C=1SC=CC1C1=CC=C(C=C1)F (2,3-bis(4-fluorophenyl)thiophene), CN=C(C(F)(F)F)C(F)(F)F (N-methyl hexafluoroacetone imine). Yields the product FC1=CC=C(C=C1)C=1C=C(SC1C1=CC=C(C=C1)F)C(C(F)(F)F)(NC)C(F)(F)F (1-[4,5-Bis(4-fluorophenyl)thiophen-2-yl]-2,2,2-trifluoro-1-trifluoromethyl-N-methylethanamine). Run in C(C)OCC (diethyl ether), C(C)OCC (diethyl ether). Reported procedure: A solution of 2,3-bis(4-fluorophenyl)thiophene (5.4 g, 20 mmole) in 150 ml diethyl ether/30 ml toluene was cooled to 10° and treated with 1.6M n-butyl lithium (15 ml, 1.2 equiv.). The reaction mixture was heated at reflux for 1.5 hours, cooled to 0° and treated dropwise with a solution of N-methyl hexafluoroacetone imine (4.3 g, 1.2 equiv.) in 10 ml diethyl ether. The reaction mixture was stirred for 3 hours at 0° and then quenched with water. Reaction conditions: time 3 hour. RXN SMILES: [F:1][C:2]1[CH:7]=[CH:6][C:5]([C:8]2[S:9][CH:10]=[CH:11][C:12]=2[C:13]2[CH:18]=[CH:17][C:16]([F:19])=[CH:15][CH:14]=2)=[CH:4][CH:3]=1.C([Li])CCC.[CH3:25][N:26]=[C:27]([C:32]([F:35])([F:34])[F:33])[C:28]([F:31])([F:30])[F:29]>C(OCC)C>[F:19][C:16]1[CH:17]=[CH:18][C:13]([C:12]2[CH:11]=[C:10]([C:27]([C:28]([F:29])([F:31])[F:30])([NH:26][CH3:25])[C:32]([F:35])([F:34])[F:33])[S:9][C:8]=2[C:5]2[CH:6]=[CH:7][C:2]([F:1])=[CH:3][CH:4]=2)=[CH:14][CH:15]=1. Reactants: O=S(=O)(Cl)c1ccc(CBr)cc1, C[O-], CO, O=S(=O)(c1ccc(CCl)cc1)N1CCCC1c1ccc(F)cc1, Fc1ccc(C2CCCN2)cc1, [Na+]. Yields the product COCc1ccc(S(=O)(=O)N2CCCC2c2ccc(F)cc2)cc1. As a reaction SMILES: [Br:36][CH2:37][c:38]1[cH:39][cH:40][c:41]([S:42]([Cl:43])(=[O:44])=[O:45])[cH:46][cH:47]1.[CH3:48][O-:49].[CH3:51][OH:52].[F:1][c:2]1[cH:3][cH:4][c:5]([CH:8]2[N:9]([S:13](=[O:14])(=[O:15])[c:16]3[cH:17][cH:18][c:19]([CH2:22][Cl:23])[cH:20][cH:21]3)[CH2:10][CH2:11][CH2:12]2)[cH:6][cH:7]1.[F:24][c:25]1[cH:26][cH:27][c:28]([CH:29]2[CH2:30][CH2:31][CH2:32][NH:33]2)[cH:34][cH:35]1.[Na+:50]>>[F:1][c:2]1[cH:3][cH:4][c:5]([CH:8]2[N:9]([S:13](=[O:14])(=[O:15])[c:16]3[cH:17][cH:18][c:19]([CH2:22][O:49][CH3:48])[cH:20][cH:21]3)[CH2:10][CH2:11][CH2:12]2)[cH:6][cH:7]1. Starting materials: C1CCOC1, [Li]CCCC, C#C[Si](C)(C)C, [Cl-], [NH4+], O, O=Cc1ccc(O)cc1. Product: C#CC(O)c1ccc(O)cc1. As a reaction SMILES: [CH2:23]1[O:24][CH2:25][CH2:26][CH2:27]1.[CH2:7]([Li:8])[CH2:9][CH2:10][CH3:11].[CH3:1][Si:2]([CH3:3])([CH3:4])[C:5]#[CH:6].[Cl-:21].[NH4+:22].[OH2:28].[OH:12][c:13]1[cH:14][cH:15][c:16]([CH:17]=[O:18])[cH:19][cH:20]1>>[C:5](#[CH:6])[CH:17]([c:16]1[cH:15][cH:14][c:13]([OH:12])[cH:20][cH:19]1)[OH:18]. Reactants: FC(OC1=CC=C(C=C1)N1N=C(N=C1)C1=CC=C(C=C1)CCCN)(F)F (3-(4-(1-(4-(Trifluoromethoxy)phenyl)-1H-1,2,4-triazol-3-yl)phenyl)propan-1-amine), C([O-])([O-])=O.[Cs+].[Cs+] (cesium carbonate), [N-]=C=O (isocyanate), C(C)(C)C1=C(N)C=CC=C1 (2-isopropylaniline), C([O-])(O)=O.[Na+] (sodium bicarbonate), ClC(Cl)(OC(OC(Cl)(Cl)Cl)=O)Cl (triphosgene). The solvent is C(C)#N (acetonitrile), ClCCl (dichloromethane), ClCCl (dichloromethane), O (water). Run at time 16 hour. The product is C(C)(C)C1=C(C=CC=C1)NC(=O)NCCCC1=CC=C(C=C1)C1=NN(C=N1)C1=CC=C(C=C1)OC(F)(F)F (1-(2-isopropylphenyl)-3-(3-(4-(1-(4-(trifluoromethoxy)phenyl)-1H-1,2,4-triazol-3-yl)phenyl)propyl)urea). Isolated yield 16.0%. Reaction SMILES: [CH:1]([C:4]1[CH:10]=[CH:9][CH:8]=[CH:7][C:5]=1[NH2:6])([CH3:3])[CH3:2].C(=O)(O)[O-].[Na+].ClC(Cl)(OC(=O)OC(Cl)(Cl)Cl)Cl.[N-:28]=[C:29]=[O:30].[F:31][C:32]([F:56])([F:55])[O:33][C:34]1[CH:39]=[CH:38][C:37]([N:40]2[CH:44]=[N:43][C:42]([C:45]3[CH:50]=[CH:49][C:48]([CH2:51][CH2:52][CH2:53]N)=[CH:47][CH:46]=3)=[N:41]2)=[CH:36][CH:35]=1.C(=O)([O-])[O-].[Cs+].[Cs+]>ClCCl.O.C(#N)C>[CH:1]([C:4]1[CH:10]=[CH:9][CH:8]=[CH:7][C:5]=1[NH:6][C:29]([NH:28][CH2:53][CH2:52][CH2:51][C:48]1[CH:47]=[CH:46][C:45]([C:42]2[N:43]=[CH:44][N:40]([C:37]3[CH:38]=[CH:39][C:34]([O:33][C:32]([F:56])([F:31])[F:55])=[CH:35][CH:36]=3)[N:41]=2)=[CH:50][CH:49]=1)=[O:30])([CH3:3])[CH3:2] |f:1.2,6.7.8|. Procedure: To 2-isopropylaniline (0.50 g, 3.7 mmol) and sodium bicarbonate (0.93 g, 11 mmol) in dichloromethane and water (36 mL, 2:1) was added triphosgene (0.55 g, 1.9 mmol) at 0° C. The reaction was stirred until complete conversion to the isocyanate, as observed by thin layer chromatography. The reaction was then diluted with dichloromethane (100 mL), and the organic layer was separated from the water layer and concentrated. The residue obtained was dissolved in acetonitrile (15 mL) and 3-(4-(1-(4-(Tri...